From a dataset of the Open Reaction Database (ORD), a public repository of structured organic reaction records. describe an organic reaction: reactants, conditions, products, and yield Starting materials: C(CC(=O)C)(=O)OC (methyl acetoacetate), [Na] (Sodium), ON=C(C1=CC=NC=C1)Cl (N-hydroxy-4-pyridine carboximidoyl chloride). Run in CO (methanol). Run at temperature 0 celsius, time 16 hour. The product is CC1=C(C(=NO1)C1=CC=NC=C1)C(=O)OC (Methyl (5-methyl-3-(4-pyridyl)isoxazol-4-yl) carboxylate). The yield is 43.0%. As a reaction SMILES: [Na].[C:2]([O:8][CH3:9])(=[O:7])[CH2:3][C:4]([CH3:6])=[O:5].O[N:11]=[C:12](Cl)[C:13]1[CH:18]=[CH:17][N:16]=[CH:15][CH:14]=1>CO>[CH3:6][C:4]1[O:5][N:11]=[C:12]([C:13]2[CH:18]=[CH:17][N:16]=[CH:15][CH:14]=2)[C:3]=1[C:2]([O:8][CH3:9])=[O:7] |^1:0|. Procedure details: Sodium (0.400 g, 0.0166 mol) was added to anhydrous methanol under nitrogen. After complete dissolution, the reaction vessel was cooled to 0° C. and methyl acetoacetate (1.8 ml, 0.166 mol) added. A solution of N-hydroxy-4-pyridine carboximidoyl chloride (2 g, 0.0128 mol; prepared according to Kocevar, M., Synth. Commun., 1988, 18(12), 1427) was added dropwise over 20 minutes. The reaction was stirred at 25° C. for 16 h, and quenched with acetic acid (1 ml). The methanol was removed in vacuo and ... The reactants are C(#N)C1=NC=C(C=C1F)F (2-cyano-3,5-difluoropyridine), OS(=O)(=O)O (H2SO4), [NH4+].[OH-] (NH4OH), C[Mg]Br (Methylmagnesium bromide), solution. Run in C1CCOC1 (THF), C(C)OCC (diethylether). The product is FC=1C(=NC=C(C1)F)C(C)=O (1-(3,5-difluoropyridine-2-yl)ethanone). Reaction SMILES: [CH3:1][Mg]Br.[C:4]([C:6]1[C:11]([F:12])=[CH:10][C:9]([F:13])=[CH:8]N=1)#N.OS(O)(=O)=O.[NH4+:19].[OH-:20]>C(OCC)C.C1COCC1>[F:12][C:11]1[C:6]([C:4](=[O:20])[CH3:1])=[N:19][CH:8]=[C:9]([F:13])[CH:10]=1 |f:3.4|. Procedure details: Methylmagnesium bromide (10 ml of a 3N solution in diethylether) were added drop-wise with stirring to a solution of 15 g (10.71 mmol) 2-cyano-3,5-difluoropyridine in 100 ml THF at 0° C. and the mixture was subsequently stirred at room temperature until reaction was complete. For workup the mixture was acidified with 10% H2SO4 to pH 4, was subsequently made basic with 25% NH4OH, was extracted 2× with dichloromethane, and the combined organic phases were dried with MgSO4. Purification by chromato... The reactants are CCOC(=O)c1sc(S(C)(=O)=O)c(C#N)c1I, COc1ccc(CN)c(OC)c1, C1CCOC1. Product: CCOC(=O)c1sc(NCc2ccc(OC)cc2OC)c(C#N)c1I. As a reaction SMILES: [C:1](#[N:2])[c:3]1[c:4]([I:17])[c:5]([C:12](=[O:13])[O:14][CH2:15][CH3:16])[s:6][c:7]1[S:8]([CH3:9])(=[O:10])=[O:11].[CH3:18][O:19][c:20]1[c:21]([CH2:22][NH2:23])[cH:24][cH:25][c:26]([O:28][CH3:29])[cH:27]1.[O:30]1[CH2:31][CH2:32][CH2:33][CH2:34]1>>[C:1](#[N:2])[c:3]1[c:4]([I:17])[c:5]([C:12](=[O:13])[O:14][CH2:15][CH3:16])[s:6][c:7]1[NH:23][CH2:22][c:21]1[c:20]([O:19][CH3:18])[cH:27][c:26]([O:28][CH3:29])[cH:25][cH:24]1.